Dataset: the Open Reaction Database (ORD), a public repository of structured organic reaction records. Task: describe an organic reaction: reactants, conditions, products, and yield Reactants: 302b, Example 2c, C1(CCCCC1)P(C1=C(C=CC=C1)C1=C(C=CC=C1)P(C1CCCCC1)C1CCCCC1)C1CCCCC1 (2,2′-bis-dicyclohexylphosphanyl-biphenyl), Example 2d, C(C)(C)(C)OC(=O)N1CCC2=C(CC1)C=CC(=C2)N (7-amino-1,2,4,5-tetrahydro-3-benzazepin-3-carboxylic acid tert-butyl ester), BrC=1C=2N(C=CC1)N=C(N2)Cl (8-bromo-2-chloro-[1,2,4]triazolo[1,5-a]pyridine), C(C)(C)OC1=C(C=CC=C1)B(O)O (2-isopropoxyphenylboronic acid), 2-chloro-8-(2-isopropxy-phenyl)-[1,2,4]triazolo[1,5-a]pyridine. Product: ClC1=NN2C(C(=CC=C2)C2=C(C=CC=C2)OC(C)C)=N1 (2-Chloro-8-(2-isopropoxy-phenyl)-[1,2,4]triazolo[1,5-a]pyridine), 7-[8-(2-Isopropoxy-phenyl]-[1,2,4]triazolo[1,5a]pyridine-2-ylamino]-1,2,4,5-tetrahydro-benzo[d]azepine-3-carboxylic acid tert-butyl ester. RXN SMILES: Br[C:2]1[C:3]2[N:4]([N:8]=[C:9]([Cl:11])[N:10]=2)[CH:5]=[CH:6][CH:7]=1.[CH:12]([O:15][C:16]1[CH:21]=[CH:20][CH:19]=[CH:18][C:17]=1B(O)O)([CH3:14])[CH3:13].C(OC(N1CCC2C=CC(N)=CC=2CC1)=O)(C)(C)C.C1(P(C2CCCCC2)C2C=CC=CC=2C2C=CC=CC=2P(C2CCCCC2)C2CCCCC2)CCCCC1>>[Cl:11][C:9]1[N:10]=[C:3]2[C:2]([C:17]3[CH:18]=[CH:19][CH:20]=[CH:21][C:16]=3[O:15][CH:12]([CH3:14])[CH3:13])=[CH:7][CH:6]=[CH:5][N:4]2[N:8]=1. Procedure: 2-Chloro-8-(2-isopropoxy-phenyl)-[1,2,4]triazolo[1,5-a]pyridine was prepared from 8-bromo-2-chloro-[1,2,4]triazolo[1,5-a]pyridine and 2-isopropoxyphenylboronic acid in a manner analogous to Example 2c (0.24 g, 40%). MS=288 (MH)+. 302b) 7-[8-(2-Isopropoxy-phenyl]-[1,2,4]triazolo[1,5a]pyridine-2-ylamino]-1,2,4,5-tetrahydro-benzo[d]azepine-3-carboxylic acid tert-butyl ester was prepared from 2-chloro-8-(2-isopropxy-phenyl)-[1,2,4]triazolo[1,5-a]pyridine and 7-amino-1,2,4,5-tetrahydro-3-benzazepin-3...